Dataset: the Open Reaction Database (ORD), a public repository of structured organic reaction records. Task: describe an organic reaction: reactants, conditions, products, and yield Reactants: O=C(Cl)COc1ccccc1, O=c1cc(O)cc[nH]1, c1ccncc1. The product is O=C(COc1ccccc1)Oc1cc[nH]c(=O)c1. Reaction SMILES: [O:1]([c:2]1[cH:3][cH:4][cH:5][cH:6][cH:7]1)[CH2:8][C:9](=[O:10])[Cl:11].[OH:12][c:13]1[cH:14][c:15](=[O:19])[nH:16][cH:17][cH:18]1.[cH:20]1[cH:21][cH:22][n:23][cH:24][cH:25]1>>[O:1]([c:2]1[cH:3][cH:4][cH:5][cH:6][cH:7]1)[CH2:8][C:9](=[O:10])[O:12][c:13]1[cH:14][c:15](=[O:19])[nH:16][cH:17][cH:18]1. Reactants: CC#N, Cl, Cc1ccc(-c2noc(C3CN(S(=O)(=O)NC(=O)OC(C)(C)C)C3)n2)cc1NC(=O)c1cnc2ccccn12. Yields the product Cc1ccc(-c2noc(C3CN(S(N)(=O)=O)C3)n2)cc1NC(=O)c1cnc2ccccn12. As a reaction SMILES: [CH3:41][C:42]#[N:43].[ClH:40].[n:1]1[cH:2][c:3]([C:10](=[O:11])[NH:12][c:13]2[cH:14][c:15](-[c:20]3[n:21][o:22][c:23]([CH:25]4[CH2:26][N:27]([S:29](=[O:30])(=[O:31])[NH:32][C:33](=[O:34])[O:35][C:36]([CH3:37])([CH3:38])[CH3:39])[CH2:28]4)[n:24]3)[cH:16][cH:17][c:18]2[CH3:19])[n:4]2[c:5]1[cH:6][cH:7][cH:8][cH:9]2>>[n:1]1[cH:2][c:3]([C:10](=[O:11])[NH:12][c:13]2[cH:14][c:15](-[c:20]3[n:21][o:22][c:23]([CH:25]4[CH2:26][N:27]([S:29](=[O:30])(=[O:31])[NH2:32])[CH2:28]4)[n:24]3)[cH:16][cH:17][c:18]2[CH3:19])[n:4]2[c:5]1[cH:6][cH:7][cH:8][cH:9]2. Reactants: C1(=CC=CC=C1)O (phenol), C=1(C(=CC=CC1O)C(=O)[O-])C.[K+] (potassium ortho-cresolate), C(C1=CC=CC=C1)C=1C(=C(C=CC1)C)CC1=CC=CC=C1 (dibenzyltoluen), C(=O)=O (carbon dioxide), ( G ). Yields the product OC1=CC=C(C(=O)O)C=C1 (para-hydroxybenzoic acid). The yield is 81.1%. Reaction SMILES: [C:1]1([OH:7])[CH:6]=[CH:5][CH:4]=[CH:3][CH:2]=1.C1(C)C([C:15]([O-:17])=[O:16])=CC=CC=1O.[K+].C(C1C(CC2C=CC=CC=2)=C(C)C=CC=1)C1C=CC=CC=1.C(=O)=O>>[OH:7][C:1]1[CH:6]=[CH:5][C:4]([C:15]([OH:17])=[O:16])=[CH:3][CH:2]=1 |f:1.2|. Procedure: A pressure vessel was charged with 4.71 g of phenol, 17.56 g of potassium ortho-cresolate being in a dry powder form and 43 ml of NeoSK 1400 (a dibenzyltoluen mixture medium produced by Soken Chemical K.K.). With stirring, reaction was carried out at a carbon dioxide pressure of 3 kg/cm2 (G) and at 270° C. for one hour. An analysis of the reaction mixture after conversion to acid form showed a para-hydroxybenzoic acid yield of 81.1% on the basis of phenol. The reactants are ClC1=NC=CC(=N1)C=CC=1C=C(C=CC1)NC(C(F)(F)F)=O (N-[3-(2-Chloro-pyrimidin-4-ylethenyl)-phenyl]-2,2,2-trifluoro-acetamide), [N+](=O)([O-])[O-].N[N+]1=CC(=CC=C1)C (1-amino-3-methylpyridinium nitrate). Product: ClC1=NC=CC(=N1)C=1C(=NN2C1C=CC(=C2)C)C=2C=C(C=CC2)NC(C(F)(F)F)=O (N-{3-[3-(2-chloro-4-pyrimidinyl)-6-methylpyrazolo[1,5-a]pyridin-2-yl]phenyl}-2,2,2-trifluoroacetamide). The yield is 21.3%. RXN SMILES: [Cl:1][C:2]1[N:7]=[C:6]([CH:8]=[CH:9][C:10]2[CH:11]=[C:12]([NH:16][C:17](=[O:22])[C:18]([F:21])([F:20])[F:19])[CH:13]=[CH:14][CH:15]=2)[CH:5]=[CH:4][N:3]=1.[N+]([O-])([O-])=O.[NH2:27][N+:28]1[CH:33]=[CH:32][CH:31]=[C:30]([CH3:34])[CH:29]=1>>[Cl:1][C:2]1[N:7]=[C:6]([C:8]2[C:9]([C:10]3[CH:11]=[C:12]([NH:16][C:17](=[O:22])[C:18]([F:19])([F:20])[F:21])[CH:13]=[CH:14][CH:15]=3)=[N:27][N:28]3[CH:29]=[C:30]([CH3:34])[CH:31]=[CH:32][C:33]=23)[CH:5]=[CH:4][N:3]=1 |f:1.2|. Procedure details: N-[3-(2-Chloro-pyrimidin-4-ylethenyl)-phenyl]-2,2,2-trifluoro-acetamide (5.00 g, 18.45 mmol) and 1-amino-3-methylpyridinium nitrate (6.19 g, 36.90 mmol) were combined in a procedure analogous to Example 67, Step A to afford 1.80 g of crude material, which was purified via HPLC separation to give N-{3-[3-(2-chloro-4-pyrimidinyl)-6-methylpyrazolo[1,5-a]pyridin-2-yl]phenyl}-2,2,2-trifluoroacetamide (1.70 g, 21%). 1H NMR (400 MHz, DMSO-d6) δ 11.37 (s, 1H), 8.73 (s, 1H), 8.43 (d, J=5.6 Hz, 1H), 8.28 ... Reactants: C(C)(C)N(CCOS(=O)(=O)C1=C(C=C(C(=C1)C)Cl)C)S(=O)(=O)C1=C(C=C(C(=C1)C)Cl)C (4-Chloro 2,5-dimethylbenzenesulfonic Acid 2-(isopropyl-(4-chloro 2,5-dimethylbenzenesulfonyl)-amino)-ethyl Ester), FC1=CC2=C(NC(=N2)C2CCNCC2)C=C1 (4-(5-fluoro-1H-benzimidazol-2-yl)piperidine). Product: ClC1=CC(=C(C=C1C)S(=O)(=O)N(C(C)C)CCN1CCC(CC1)C1=NC2=C(N1)C=CC(=C2)F)C (4-Chloro-2,5-dimethyl-N-(2-(4-(5fluoro-1H-benzimidazol-2-yl)-piperidin-1-yl)-ethyl)-N-isopropyl Benzene Sulfonamide). As a reaction SMILES: [CH:1]([N:4]([S:20]([C:23]1[CH:28]=[C:27]([CH3:29])[C:26]([Cl:30])=[CH:25][C:24]=1[CH3:31])(=[O:22])=[O:21])[CH2:5][CH2:6]OS(C1C=C(C)C(Cl)=CC=1C)(=O)=O)([CH3:3])[CH3:2].[F:32][C:33]1[CH:47]=[CH:46][C:36]2[NH:37][C:38]([CH:40]3[CH2:45][CH2:44][NH:43][CH2:42][CH2:41]3)=[N:39][C:35]=2[CH:34]=1>>[Cl:30][C:26]1[C:27]([CH3:29])=[CH:28][C:23]([S:20]([N:4]([CH2:5][CH2:6][N:43]2[CH2:42][CH2:41][CH:40]([C:38]3[NH:37][C:36]4[CH:46]=[CH:47][C:33]([F:32])=[CH:34][C:35]=4[N:39]=3)[CH2:45][CH2:44]2)[CH:1]([CH3:2])[CH3:3])(=[O:21])=[O:22])=[C:24]([CH3:31])[CH:25]=1. Reported procedure: The title compound was prepared using the procedure described in Example 1 using D8 and 4-(5-fluoro-1H-benzimidazol-2-yl)piperidine (D17). MH+ 507/509. The reactants are CCOCC, ClCCCl, Cl, NNC(=O)C(F)(F)C(F)(F)C(F)(F)F, O=C(Cl)CCC([N+](=O)[O-])([N+](=O)[O-])[N+](=O)[O-], O, c1ccncc1. Product: O=C(CCC([N+](=O)[O-])([N+](=O)[O-])[N+](=O)[O-])NNC(=O)C(F)(F)C(F)(F)C(F)(F)F. RXN SMILES: [CH3:37][CH2:38][O:39][CH2:40][CH3:41].[Cl:42][CH2:43][CH2:44][Cl:45].[ClH:36].[F:16][C:17]([C:18]([C:19](=[O:20])[NH:21][NH2:22])([F:23])[F:24])([C:25]([F:26])([F:27])[F:28])[F:29].[N+:1](=[O:2])([O-:3])[C:4]([CH2:5][CH2:6][C:7](=[O:8])[Cl:9])([N+:10](=[O:11])[O-:12])[N+:13](=[O:14])[O-:15].[OH2:46].[cH:30]1[cH:31][cH:32][n:33][cH:34][cH:35]1>>[N+:1](=[O:2])([O-:3])[C:4]([CH2:5][CH2:6][C:7](=[O:8])[NH:22][NH:21][C:19]([C:18]([C:17]([F:16])([C:25]([F:26])([F:27])[F:28])[F:29])([F:23])[F:24])=[O:20])([N+:10](=[O:11])[O-:12])[N+:13](=[O:14])[O-:15]. Starting materials: CC1CN(CCCCCCCCCCCC(C#N)c2ccc(Cl)cc2)CC(C)O1, ClCn1cncn1, [H-], [Na+], CN(C)C=O. The product is CC1CN(CCCCCCCCCCCC(C#N)(Cn2cncn2)c2ccc(Cl)cc2)CC(C)O1. RXN SMILES: [Cl:1][c:2]1[cH:3][cH:4][c:5]([CH:8]([C:9]#[N:10])[CH2:11][CH2:12][CH2:13][CH2:14][CH2:15][CH2:16][CH2:17][CH2:18][CH2:19][CH2:20][CH2:21][N:22]2[CH2:23][CH:24]([CH3:29])[O:25][CH:26]([CH3:28])[CH2:27]2)[cH:6][cH:7]1.[Cl:32][CH2:33][n:34]1[n:35][cH:36][n:37][cH:38]1.[H-:30].[Na+:31].[O:39]=[CH:40][N:41]([CH3:42])[CH3:43]>>[Cl:1][c:2]1[cH:3][cH:4][c:5]([C:8]([C:9]#[N:10])([CH2:11][CH2:12][CH2:13][CH2:14][CH2:15][CH2:16][CH2:17][CH2:18][CH2:19][CH2:20][CH2:21][N:22]2[CH2:23][CH:24]([CH3:29])[O:25][CH:26]([CH3:28])[CH2:27]2)[CH2:33][n:34]2[n:35][cH:36][n:37][cH:38]2)[cH:6][cH:7]1. Starting materials: NC1=NC(=C2N=CN(C2=N1)OCC(CO)O)Cl (2-amino-6-chloro-9-(2,3-dihydroxyprop-1-oxy)purine), C(=O)[O-].[NH4+] (ammonium formate). Reagents/catalysts: [Pd] (palladium-on-charcoal). The solvent is CO (methanol). Yields the product NC1=NC=C2N=CN(C2=N1)OCC(CO)O (2-Amino-9-(2,3-dihydroxyprop-1-oxy)purine). Reaction SMILES: [NH2:1][C:2]1[N:10]=[C:9]2[C:5]([N:6]=[CH:7][N:8]2[O:11][CH2:12][CH:13]([OH:16])[CH2:14][OH:15])=[C:4](Cl)[N:3]=1.C([O-])=O.[NH4+]>CO.[Pd]>[NH2:1][C:2]1[N:10]=[C:9]2[C:5]([N:6]=[CH:7][N:8]2[O:11][CH2:12][CH:13]([OH:16])[CH2:14][OH:15])=[CH:4][N:3]=1 |f:1.2|. Reported procedure: A mixture of 2-amino-6-chloro-9-(2,3-dihydroxyprop-1-oxy)purine (150 mg, 0.58 mmol), ammonium formate (146 mg, 2.32 mmol) and 10% palladium-on-charcoal (15 mg) in methanol (5 ml) was stirred under reflux for 4 hours. The reaction was evaporated under reduced pressure and the residue was dissolved in water and passed through a SEP-PAK C18 cartridge for decolourisation. After elution with water, the water was evaporated under reduced pressure and the residue recrystallised from ethanol affording t...